From a dataset of the Open Reaction Database (ORD), a public repository of structured organic reaction records. describe an organic reaction: reactants, conditions, products, and yield Reactants: CC1=CC(=NO1)C(=O)N (5-methylisoxazole-3-carboxamide), COC=1C=CC(=CC1)P2(=S)SP(=S)(S2)C=3C=CC(=CC3)OC (Lawesson's reagent). Run in C1(=CC=CC=C1)C (toluene). The product is CC1=CC(=NO1)C(N)=S (5-Methylisoxazole-3-thiocarboxamide). Isolated yield 103.8%. As a reaction SMILES: [CH3:1][C:2]1[O:6][N:5]=[C:4]([C:7]([NH2:9])=O)[CH:3]=1.COC1C=CC(P2(SP(C3C=CC(OC)=CC=3)(=S)S2)=[S:19])=CC=1>C1(C)C=CC=CC=1>[CH3:1][C:2]1[O:6][N:5]=[C:4]([C:7](=[S:19])[NH2:9])[CH:3]=1. Procedure details: A suspension of 525 mg (4.16 mmol) of 5-methylisoxazole-3-carboxamide and 1.85 g (4.58 mmol, 1.1 equiv) of Lawesson's reagent in 15 mL of dry toluene was heated to reflux for 5 h, during which time the reaction mixture became a clear yellow color. The reaction mixture was cooled to RT and the solvent was removed in vacuo. Purification of the material by silica gel flash column chromatography using a gradient of hexane/EtOAc 5/1 to hexane/EtOAc 1/1 as eluent followed by trituration with acetonitr...